This data is from the Open Reaction Database (ORD), a public repository of structured organic reaction records. The task is: describe an organic reaction: reactants, conditions, products, and yield The reactants are CC1=NC(NC(C1)(C)C)(C)C (acetonine), O.C1(=CC=C(C=C1)S(=O)(=O)O)C (p-toluenesulfonic acid monohydrate). Solvent: CC(=O)CC (methylethyl ketone). Run at time 8 hour. Yields the product CC1(CC(=O)CC(N1)(C)C)C (triacetonamine). The yield is 91.7%. Reaction SMILES: [CH3:1][C:2]1[CH2:7][C:6]([CH3:9])([CH3:8])[NH:5][C:4]([CH3:11])([CH3:10])N=1.O.C1(C)C=CC(S(O)(=O)=[O:20])=CC=1>CC(CC)=O>[CH3:10][C:4]1([CH3:11])[NH:5][C:6]([CH3:9])([CH3:8])[CH2:7][C:2](=[O:20])[CH2:1]1 |f:1.2|. Procedure: A solution of 5.0 g. of acetonine in 33.8 g. of methylethyl ketone was added with 6.2 g. of p-toluenesulfonic acid monohydrate under stirring. The mixture was stirred at room temperature for 8 hours to effect the reaction. After completion of the reaction, the reaction mixture was purified in the same manner as in Example 8 to obtain triacetonamine in a yield of 91.7%. Reactants: [H-].[Na+] (Sodium hydride), COC1=C2CCCC(C2=C(C=C1)F)=O (5-Methoxy-8-fluoro-1-tetralone), Cl (HCl), C(=O)OCC (Ethyl formate). Solvent: C1CCOC1 (THF), C1CCOC1 (THF), O (water), CO (Methanol), O (water). Conditions: time 20 minute. The product is FC=1C=CC(=C2CCC(C(C12)=O)C=O)OC (8-Fluoro-2-formyl-5-methoxytetralone). The yield is 113.1%. Reaction SMILES: [H-].[Na+].[CH:3](OCC)=[O:4].[CH3:8][O:9][C:10]1[CH:19]=[CH:18][C:17]([F:20])=[C:16]2[C:11]=1[CH2:12][CH2:13][CH2:14][C:15]2=[O:21].Cl>C1COCC1.O.CO>[F:20][C:17]1[CH:18]=[CH:19][C:10]([O:9][CH3:8])=[C:11]2[C:16]=1[C:15](=[O:21])[CH:14]([CH:3]=[O:4])[CH2:13][CH2:12]2 |f:0.1|. Procedure details: Sodium hydride (12.7 g) (50% dispersion, washed with hexane) was suspended in dry THF under nitrogen. Ethyl formate (27 g) was added and the mixture was stirred for 20 minutes in an ice/water bath. 5-Methoxy-8-fluoro-1-tetralone (J. Med. Chem. (1973) 1003) (17 g) dissolved in THF was added and the mixture was allowed to warm to room temperature. The mixture was stirred under nitrogen for 24 hours. Methanol was added followed by water. The mixture was poured into water, acidified with conc. HCl (...